This data is from the Open Reaction Database (ORD), a public repository of structured organic reaction records. The task is: describe an organic reaction: reactants, conditions, products, and yield The reactants are CC(=O)OC(C)=O, ClCCl, CC(C)c1cc(NC(=O)Nc2cc(Oc3ccc(N)nc3)ccc2F)n(-c2ccc3ncccc3c2)n1, c1ccncc1. Product: CC(=O)Nc1ccc(Oc2ccc(F)c(NC(=O)Nc3cc(C(C)C)nn3-c3ccc4ncccc4c3)c2)cn1. RXN SMILES: [CH3:44][C:45](=[O:46])[O:47][C:48](=[O:49])[CH3:50].[Cl:51][CH2:52][Cl:53].[NH2:1][c:2]1[cH:3][cH:4][c:5]([O:8][c:9]2[cH:10][cH:11][c:12]([F:37])[c:13]([NH:15][C:16](=[O:17])[NH:18][c:19]3[cH:20][c:21]([CH:34]([CH3:35])[CH3:36])[n:22][n:23]3-[c:24]3[cH:25][c:26]4[cH:27][cH:28][cH:29][n:30][c:31]4[cH:32][cH:33]3)[cH:14]2)[cH:6][n:7]1.[cH:38]1[cH:39][cH:40][n:41][cH:42][cH:43]1>>[NH:1]([c:2]1[cH:3][cH:4][c:5]([O:8][c:9]2[cH:10][cH:11][c:12]([F:37])[c:13]([NH:15][C:16](=[O:17])[NH:18][c:19]3[cH:20][c:21]([CH:34]([CH3:35])[CH3:36])[n:22][n:23]3-[c:24]3[cH:25][c:26]4[cH:27][cH:28][cH:29][n:30][c:31]4[cH:32][cH:33]3)[cH:14]2)[cH:6][n:7]1)[C:45]([CH3:44])=[O:46]. Reactants: ClC1=C(C#N)C(=CC=C1)F (2-chloro-6-fluorobenzonitrile), O.NN (hydrazine hydrate), CC(=O)C (acetone). Run in C(C)O (ethanol). Reaction conditions: temperature 90 celsius, time 19 hour. The product is ClC1=C2C(=NNC2=CC=C1)N (4-Chloro-1H-indazol-3-amine). The yield is 67.2%. RXN SMILES: [Cl:1][C:2]1[CH:9]=[CH:8][CH:7]=[C:6](F)[C:3]=1[C:4]#[N:5].O.[NH2:12][NH2:13].CC(C)=O>C(O)C>[Cl:1][C:2]1[CH:9]=[CH:8][CH:7]=[C:6]2[C:3]=1[C:4]([NH2:5])=[N:12][NH:13]2 |f:1.2|. Procedure details: To a solution of 2-chloro-6-fluorobenzonitrile (ABCR) (3 g, 19 mmol) in anhydrous ethanol (50 mL) was added hydrazine hydrate (3.74 mL, 77 mmol). The reaction was heated at 90° C. under a nitrogen for 3.5 hours. The reaction mixture was cooled to room temperature, treated with acetone (20 mL) and left to stand for 19 hours. The mixture was evaporated in-vacuo to yield an orange/brown solid, which was partitioned between saturated aqueous sodium hydrogen carbonate solution and dichloromethane. Th... Starting materials: C(C)(=O)N1C(CC(C2=CC(=CC=C12)Br)NC(OC(C)C)=O)C (1-methylethyl (1-acetyl-6-bromo-2-methyl-1,2,3,4-tetrahydro-4-quinolinyl)carbamate), [OH-].[Na+] (NaOH), C([O-])([O-])=O.[K+].[K+] (potassium carbonate), OB(C=1OC=CC1C(=O)O)O (2-(dihydroxyboranyl)-3-furancarboxylic acid). Reagents/catalysts: C=1C=CC(=CC1)[P](C=2C=CC=CC2)(C=3C=CC=CC3)[Pd]([P](C=4C=CC=CC4)(C=5C=CC=CC5)C=6C=CC=CC6)([P](C=7C=CC=CC7)(C=8C=CC=CC8)C=9C=CC=CC9)[P](C=1C=CC=CC1)(C=1C=CC=CC1)C=1C=CC=CC1 (tetrakis(triphenylphosphine)palladium(0)). The solvent is C1(=CC=CC=C1)C (toluene), C(C)O (ethanol). Product: C(C)(=O)N1[C@@H](C[C@@H](C2=CC(=CC=C12)C=1OC=CC1C(=O)[O-])NC(=O)OC(C)C)C.[Na+] (sodium 2-[(2R,4S)-1-acetyl-2-methyl-4-({[(1-methylethyl)oxy]carbonyl}amino)-1,2,3,4-tetrahydro-6-quinolinyl]-3-furancarboxylate). Yield: 15.0%. As a reaction SMILES: [C:1]([N:4]1[C:13]2[C:8](=[CH:9][C:10](Br)=[CH:11][CH:12]=2)[CH:7]([NH:15][C:16](=[O:21])[O:17][CH:18]([CH3:20])[CH3:19])[CH2:6][CH:5]1[CH3:22])(=[O:3])[CH3:2].C(=O)([O-])[O-].[K+].[K+].OB(O)[C:31]1[O:32][CH:33]=[CH:34][C:35]=1[C:36]([OH:38])=[O:37].[OH-].[Na+:41]>C1C=CC([P]([Pd]([P](C2C=CC=CC=2)(C2C=CC=CC=2)C2C=CC=CC=2)([P](C2C=CC=CC=2)(C2C=CC=CC=2)C2C=CC=CC=2)[P](C2C=CC=CC=2)(C2C=CC=CC=2)C2C=CC=CC=2)(C2C=CC=CC=2)C2C=CC=CC=2)=CC=1.C1(C)C=CC=CC=1.C(O)C>[C:1]([N:4]1[C:13]2[C:8](=[CH:9][C:10]([C:31]3[O:32][CH:33]=[CH:34][C:35]=3[C:36]([O-:38])=[O:37])=[CH:11][CH:12]=2)[C@@H:7]([NH:15][C:16]([O:17][CH:18]([CH3:20])[CH3:19])=[O:21])[CH2:6][C@H:5]1[CH3:22])(=[O:3])[CH3:2].[Na+:41] |f:1.2.3,5.6,10.11,^1:45,47,66,85|. Reported procedure: A flask was charged with 1-methylethyl (1-acetyl-6-bromo-2-methyl-1,2,3,4-tetrahydro-4-quinolinyl)carbamate (for a preparation see Example 61) (100 mg, 0.271 mmol), potassium carbonate (74.9 mg, 0.542 mmol), 2-(dihydroxyboranyl)-3-furancarboxylic acid (50.7 mg, 0.325 mmol) and tetrakis(triphenylphosphine)palladium(0) (15.65 mg, 0.014 mmol) then filled with ethanol (1 mL) and toluene (1 mL) and the resulting mixture was refluxed under nitrogen for 21 h then cooled to room temperature and partitio... Run in CN(C)C=O (DMF), C(C)(=O)OCC (ethyl acetate). Run at temperature 50 celsius. Product: O=C1N(C(C2=CC=CC=C12)=O)CC(=NO)Cl (2-(1,3-dioxo-1,3-dihydro-2H-isoindol-2-yl)-N-hydroxyethanimidoyl chloride). RXN SMILES: [Cl:1]N1C(=O)CCC1=O.[O:9]=[C:10]1[C:18]2[C:13](=[CH:14][CH:15]=[CH:16][CH:17]=2)[C:12](=[O:19])[N:11]1[CH2:20][CH:21]=[N:22][OH:23]>CN(C=O)C.C(OCC)(=O)C>[O:19]=[C:12]1[C:13]2[C:18](=[CH:17][CH:16]=[CH:15][CH:14]=2)[C:10](=[O:9])[N:11]1[CH2:20][C:21]([Cl:1])=[N:22][OH:23]. Procedure: N-Chlorosuccinimide (8.50 g, 63.7 mmol) was added to a solution of (1,3-dioxo-1,3-dihydro-2H-isoindol-2-yl)ethanal oxime (13.0 g, 63.7 mmol) in DMF (100 mL), and the solution was heated at 50° C. gently for two hours and allowed to cool to room temperature. The solution was diluted with ethyl acetate and washed three times with water and once with brine, dried over magnesium sulfate, filtered, and concentrated to provide 15.0 g of 2-(1,3-dioxo-1,3-dihydro-2H-isoindol-2-yl)-N-hydroxyethanimidoyl ... Reactants: ClN1C(CCC1=O)=O (N-Chlorosuccinimide), O=C1N(C(C2=CC=CC=C12)=O)CC=NO ((1,3-dioxo-1,3-dihydro-2H-isoindol-2-yl)ethanal oxime). The yield is 98.7%. Starting materials: N1=CC(=CC=C1)N (pyridin-3-amine), BrC=1C(N(C=C(N1)Br)C)=O (3,5-dibromo-1-methylpyrazin-2(1H)-one), di-1-propylethylamine. Solvent: C(C)(C)O (i-propanol). Yields the product BrC=1N=C(C(N(C1)C)=O)NC=1C=NC=CC1 (5-Bromo-1-methyl-3-(pyridin-3-ylamino)pyrazin-2(1H)-one). Yield: 49.8%. RXN SMILES: [N:1]1[CH:6]=[CH:5][CH:4]=[C:3]([NH2:7])[CH:2]=1.Br[C:9]1[C:10](=[O:17])[N:11]([CH3:16])[CH:12]=[C:13]([Br:15])[N:14]=1>C(O)(C)C>[Br:15][C:13]1[N:14]=[C:9]([NH:7][C:3]2[CH:2]=[N:1][CH:6]=[CH:5][CH:4]=2)[C:10](=[O:17])[N:11]([CH3:16])[CH:12]=1. Procedure: A 100-mL single-neck round-bottomed flask equipped with a magnetic stirrer and a reflux condenser was charged with pyridin-3-amine (940 mg, 10 mmol), 3,5-dibromo-1-methylpyrazin-2(1H)-one (5.4 g, 20 mmol), i-propanol (50 mL), and di-1-propylethylamine (10 mL). The mixture was heated at reflux for 5 h. After the completion of the reaction, it was cooled to room temperature. The solvent was removed under reduced pressure. The crude was purified by silica-gel column chromatography eluting with 30:1... Reactants: CC(=O)n1ncc2cc(OCc3ccccc3)ccc21, CCO, O=C[O-], [NH4+]. The product is CC(=O)n1ncc2cc(O)ccc21. RXN SMILES: [CH2:1]([c:2]1[cH:3][cH:4][cH:5][cH:6][cH:7]1)[O:8][c:9]1[cH:10][c:11]2[cH:12][n:13][n:14]([C:18]([CH3:19])=[O:20])[c:15]2[cH:16][cH:17]1.[CH3:25][CH2:26][OH:27].[CH:21]([O-:22])=[O:23].[NH4+:24]>>[OH:8][c:9]1[cH:10][c:11]2[cH:12][n:13][n:14]([C:18]([CH3:19])=[O:20])[c:15]2[cH:16][cH:17]1.